From a dataset of the Open Reaction Database (ORD), a public repository of structured organic reaction records. describe an organic reaction: reactants, conditions, products, and yield Reactants: OCCBr, O=C([O-])[O-], COc1cc2c(Oc3cc(C)c(C)nc3-c3ccccn3)ccnc2cc1O, CN(C)C=O, [K+], [K+]. Yields the product COc1cc2c(Oc3cc(C)c(C)nc3-c3ccccn3)ccnc2cc1OCCO. Reaction SMILES: [Br:35][CH2:36][CH2:37][OH:38].[C:29](=[O:30])([O-:31])[O-:32].[CH3:1][c:2]1[cH:3][c:4]([O:15][c:16]2[cH:17][cH:18][n:19][c:20]3[cH:21][c:22]([OH:28])[c:23]([O:26][CH3:27])[cH:24][c:25]23)[c:5](-[c:9]2[n:10][cH:11][cH:12][cH:13][cH:14]2)[n:6][c:7]1[CH3:8].[CH3:39][N:40]([CH3:41])[CH:42]=[O:43].[K+:33].[K+:34]>>[CH3:1][c:2]1[cH:3][c:4]([O:15][c:16]2[cH:17][cH:18][n:19][c:20]3[cH:21][c:22]([O:28][CH2:36][CH2:37][OH:38])[c:23]([O:26][CH3:27])[cH:24][c:25]23)[c:5](-[c:9]2[n:10][cH:11][cH:12][cH:13][cH:14]2)[n:6][c:7]1[CH3:8]. Yields the product COc1nnc(-c2ccncc2)cc1-c1c(C)c2ccccc2n1C(=O)OC(C)(C)C. Reaction SMILES: [C:16]([CH3:17])([CH3:18])([CH3:19])[O:20][C:21](=[O:22])[n:23]1[c:24]([B:33]2[O:34][C:35]([CH3:36])([CH3:37])[C:38]([CH3:39])([CH3:40])[O:41]2)[c:25]([CH3:32])[c:26]2[cH:27][cH:28][cH:29][cH:30][c:31]12.[C:42](=[O:43])([O-:44])[O-:45].[CH3:67][O:68][CH2:69][CH2:70][O:71][CH3:72].[CH3:83][CH2:84][O:85][C:86](=[O:87])[CH3:88].[I:1][c:2]1[c:3]([O:14][CH3:15])[n:4][n:5][c:6](-[c:8]2[cH:9][cH:10][n:11][cH:12][cH:13]2)[cH:7]1.[K+:46].[K+:47].[O-:75][C:76]([CH3:77])=[O:78].[O-:79][C:80]([CH3:81])=[O:82].[OH2:73].[Pd+2:74].[c:48]1([P:49]([c:50]2[cH:51][cH:52][cH:53][cH:54][cH:55]2)[c:56]2[cH:57][cH:58][cH:59][cH:60][cH:61]2)[cH:62][cH:63][cH:64][cH:65][cH:66]1>>[c:2]1(-[c:24]2[n:23]([C:21]([O:20][C:16]([CH3:17])([CH3:18])[CH3:19])=[O:22])[c:31]3[c:26]([c:25]2[CH3:32])[cH:27][cH:28][cH:29][cH:30]3)[c:3]([O:14][CH3:15])[n:4][n:5][c:6](-[c:8]2[cH:9][cH:10][n:11][cH:12][cH:13]2)[cH:7]1. Reactants: Cc1c(B2OC(C)(C)C(C)(C)O2)n(C(=O)OC(C)(C)C)c2ccccc12, O=C([O-])[O-], COCCOC, CCOC(C)=O, COc1nnc(-c2ccncc2)cc1I, [K+], [K+], CC(=O)[O-], CC(=O)[O-], O, [Pd+2], c1ccc(P(c2ccccc2)c2ccccc2)cc1.